From a dataset of the Open Reaction Database (ORD), a public repository of structured organic reaction records. describe an organic reaction: reactants, conditions, products, and yield Reactants: CCOC(=O)C1C(=O)c2ccccc2C1c1ccc(C(C)(C)C)cc1O[SiH](C)C, CCOC(C)=O, N#CC1=C(C#N)C(=O)C(Cl)=C(Cl)C1=O, ClCCl, [Na+], O=S([O-])O. The product is CCOC(=O)C1=C(c2ccc(C(C)(C)C)cc2O[SiH](C)C)c2ccccc2C1=O. RXN SMILES: [CH2:1]([CH3:2])[O:3][C:4](=[O:5])[CH:6]1[C:7](=[O:29])[c:8]2[cH:9][cH:10][cH:11][cH:12][c:13]2[CH:14]1[c:15]1[c:16]([O:25][SiH:26]([CH3:27])[CH3:28])[cH:17][c:18]([C:21]([CH3:22])([CH3:23])[CH3:24])[cH:19][cH:20]1.[CH3:49][CH2:50][O:51][C:52]([CH3:53])=[O:54].[Cl:30][C:31]1=[C:42]([Cl:43])[C:40](=[O:41])[C:37]([C:38]#[N:39])=[C:34]([C:35]#[N:36])[C:32]1=[O:33].[Cl:55][CH2:56][Cl:57].[Na+:48].[S:44](=[O:45])([OH:46])[O-:47]>>[CH2:1]([CH3:2])[O:3][C:4](=[O:5])[C:6]1=[C:14]([c:15]2[c:16]([O:25][SiH:26]([CH3:27])[CH3:28])[cH:17][c:18]([C:21]([CH3:22])([CH3:23])[CH3:24])[cH:19][cH:20]2)[c:13]2[c:8]([cH:9][cH:10][cH:11][cH:12]2)[C:7]1=[O:29]. Reactants: [OH-].[Na+] (Sodium hydroxide), C(C)(=O)OCC1=C(C=CC(=C1)C(=O)OC)C1=C(C=CC=C1)C (methyl 2-[(acetyloxy)methyl]-2′-methylbiphenyl-4-carboxylate). The solvent is CCO (EtOH). Reaction conditions: temperature 60 celsius, time 2 hour. Product: OCC1=C(C=CC(=C1)C(=O)O)C1=C(C=CC=C1)C (2-(hydroxymethyl)-2′-methylbiphenyl-4-carboxylic acid). The yield is 71.4%. Reaction SMILES: [OH-].[Na+].C([O:6][CH2:7][C:8]1[CH:13]=[C:12]([C:14]([O:16]C)=[O:15])[CH:11]=[CH:10][C:9]=1[C:18]1[CH:23]=[CH:22][CH:21]=[CH:20][C:19]=1[CH3:24])(=O)C>CCO>[OH:6][CH2:7][C:8]1[CH:13]=[C:12]([C:14]([OH:16])=[O:15])[CH:11]=[CH:10][C:9]=1[C:18]1[CH:23]=[CH:22][CH:21]=[CH:20][C:19]=1[CH3:24] |f:0.1|. Reported procedure: Sodium hydroxide (5M; 12.1 mL; 60.3 mmol; 3 eq.) was added to a solution of methyl 2-[(acetyloxy)methyl]-2′-methylbiphenyl-4-carboxylate (6 g; 20 mmol; 1 eq.) in EtOH (180 mL) and the reaction mixture was stirred at 60° C. for 2 hours. After concentration in vacuo, the residue was taken up in water (500 mL) and washed with EtOAc (2×100 mL). The aqueous phase was acidified to pH 2 with conc. HCl and extracted with EtOAc (2×100 mL). The combined organic layer was dried over MgSO4 and concentrated ...